This data is from the Open Reaction Database (ORD), a public repository of structured organic reaction records. The task is: describe an organic reaction: reactants, conditions, products, and yield The reactants are C(C=C)C1=CC=C(C([SiH](C)C)O)C=C1 (4-allyldimethylsilylbenzyl alcohol), C1(=CC=CC=C1)P(C1=CC=CC=C1)C1=CC=CC=C1 (triphenylphosphine), C(Br)(Br)(Br)Br (carbon tetrabromide). Product: C(C=C)C1=CC=C(C([SiH](C)C)Br)C=C1 (4-allyldimethylsilylbenzyl bromide). RXN SMILES: [CH2:1]([C:4]1[CH:14]=[CH:13][C:7]([CH:8](O)[SiH:9]([CH3:11])[CH3:10])=[CH:6][CH:5]=1)[CH:2]=[CH2:3].C1(P(C2C=CC=CC=2)C2C=CC=CC=2)C=CC=CC=1.C(Br)(Br)(Br)[Br:35]>>[CH2:1]([C:4]1[CH:14]=[CH:13][C:7]([CH:8]([Br:35])[SiH:9]([CH3:11])[CH3:10])=[CH:6][CH:5]=1)[CH:2]=[CH2:3]. Procedure details: Reaction of 4-allyldimethylsilylbenzyl alcohol (3 Scheme 1) with triphenylphosphine and carbon tetrabromide gave 4-allyldimethylsilylbenzyl bromide (4 Scheme 13). Subsequent reaction with potassium cyanide gave 4-allyldimethylsilylphenylacetonitrile (6 Scheme 13). Under the usual coupling conditions, this was loaded to the polymer and the loading level of resin (2 Scheme 13, 0.23 mequiv/g) was determined by the mass balance of 4-bromophenylacetonitrile which was obtained from cleavage reaction o... Product: C=CCOc1ccc(CC(NC(C)=O)C(=O)O)cc1. RXN SMILES: [C:1]([CH3:2])(=[O:3])[NH:4][CH:5]([C:6](=[O:7])[O:8][CH2:9][CH3:10])[CH2:11][c:12]1[cH:13][cH:14][c:15]([O:18][CH2:19][CH:20]=[CH2:21])[cH:16][cH:17]1.[CH2:25]1[O:26][CH2:27][CH2:28][CH2:29]1.[Li+:24].[OH-:23].[OH2:22].[OH2:30].[OH2:31]>>[C:1]([CH3:2])(=[O:3])[NH:4][CH:5]([C:6](=[O:7])[OH:8])[CH2:11][c:12]1[cH:13][cH:14][c:15]([O:18][CH2:19][CH:20]=[CH2:21])[cH:16][cH:17]1. Reactants: C=CCOc1ccc(CC(NC(C)=O)C(=O)OCC)cc1, C1CCOC1, [Li+], [OH-], O, O, O. Yields the product CCOc1cc(N)c(N)cc1C(=O)OC. Reaction SMILES: [C:21].[CH3:18][CH2:19][OH:20].[NH2:1][c:2]1[c:3]([N+:15]([O-:16])=[O:17])[cH:4][c:5]([O:12][CH2:13][CH3:14])[c:6]([C:7](=[O:8])[O:9][CH3:10])[cH:11]1.[Pd:22]>>[NH2:1][c:2]1[c:3]([NH2:15])[cH:4][c:5]([O:12][CH2:13][CH3:14])[c:6]([C:7](=[O:8])[O:9][CH3:10])[cH:11]1. Starting materials: C, CCO, CCOc1cc([N+](=O)[O-])c(N)cc1C(=O)OC, [Pd]. The product is CCCCCCCCOC(=O)OCI. As a reaction SMILES: [C:1]([O:2][CH2:3][Cl:4])([O:5][CH2:6][CH2:7][CH2:8][CH2:9][CH2:10][CH2:11][CH2:12][CH3:13])=[O:14].[CH3:17][C:18](=[O:19])[CH3:20].[I-:16].[Na+:15]>>[C:1]([O:2][CH2:3][I:16])([O:5][CH2:6][CH2:7][CH2:8][CH2:9][CH2:10][CH2:11][CH2:12][CH3:13])=[O:14]. Reactants: CCCCCCCCOC(=O)OCCl, CC(C)=O, [I-], [Na+]. The reactants are OC=1C=C(C=CC1)S(=O)(=O)N1C=CC2=CC=CC=C12 (1-(3′-Hydroxybenzenesulfonyl) indole), Cl.CN(CCCl)C (2-dimethylaminoethyl chloride hydrochloride), O1CCCC1 (tetrahydrofuran), C([O-])([O-])=O.[K+].[K+] (potassium carbonate). Run in two, O (water), O (water), [OH-].[Na+] (sodium hydroxide). Run at time 17.5 minute. The product is CN(C)CCOC=1C=C(C=CC1)S(=O)(=O)N1C=CC2=CC=CC=C12 (1-[3′-(N,N-dimethylamino ethoxy)benzenesulfonyl]-1H-indole). Yield: 103.2%. As a reaction SMILES: [OH:1][C:2]1[CH:3]=[C:4]([S:8]([N:11]2[C:19]3[C:14](=[CH:15][CH:16]=[CH:17][CH:18]=3)[CH:13]=[CH:12]2)(=[O:10])=[O:9])[CH:5]=[CH:6][CH:7]=1.O1CCCC1.C(=O)([O-])[O-].[K+].[K+].Cl.[CH3:32][N:33]([CH3:37])[CH2:34][CH2:35]Cl>[OH-].[Na+].O>[CH3:32][N:33]([CH2:34][CH2:35][O:1][C:2]1[CH:3]=[C:4]([S:8]([N:11]2[C:19]3[C:14](=[CH:15][CH:16]=[CH:17][CH:18]=3)[CH:13]=[CH:12]2)(=[O:10])=[O:9])[CH:5]=[CH:6][CH:7]=1)[CH3:37] |f:2.3.4,5.6,7.8|. Procedure: 1-(3′-Hydroxybenzenesulfonyl) indole (0.602 mmol, 0.163 grams) (obtained from preparation 1) was taken in 50 mL two neck round bottom flask and added tetrahydrofuran (7 mL). To the above mixture potassium carbonate (1.24 mmol, 0.171 grams) was added and stirred for a period of 15-20 minutes. The free base generated from 2-dimethylaminoethyl chloride hydrochloride (2.48 mmol, 0.358 grams), by dissolving it in a solution of 3 mL 40% aqueous sodium hydroxide, diluted with 5 mL water and extracting ... The reactants are N1CCCCC1 (piperidine), C1(=CC=CC=C1)C(C#N)(CCBr)C1=CC=CC=C1 (2,2-diphenyl-4-bromobutyronitrile), [I-].[K+] (potassium iodide), C([O-])(O)=O.[K+] (potassium bicarbonate). Run in O (water). Conditions: time 4.5 hour. Product: C1(=CC=CC=C1)C(C#N)(CCN1CCCCC1)C1=CC=CC=C1 (2,2-diphenyl-4-piperidinobutyronitrile). Isolated yield 66.6%. As a reaction SMILES: [NH:1]1[CH2:6][CH2:5][CH2:4][CH2:3][CH2:2]1.[I-].[K+].C(=O)(O)[O-].[K+].[C:14]1([C:20]([C:26]2[CH:31]=[CH:30][CH:29]=[CH:28][CH:27]=2)([CH2:23][CH2:24]Br)[C:21]#[N:22])[CH:19]=[CH:18][CH:17]=[CH:16][CH:15]=1>O>[C:26]1([C:20]([C:14]2[CH:15]=[CH:16][CH:17]=[CH:18][CH:19]=2)([CH2:23][CH2:24][N:1]2[CH2:6][CH2:5][CH2:4][CH2:3][CH2:2]2)[C:21]#[N:22])[CH:27]=[CH:28][CH:29]=[CH:30][CH:31]=1 |f:1.2,3.4|. Procedure details: 1.96 Parts piperidine, 1.91 parts potassium iodide and 25 parts deionized water are combined and gently heated under a nitrogen atmosphere. To this slurry is then added 2.75 parts of potassium bicarbonate, followed by 7.51 parts of 2,2-diphenyl-4-bromobutyronitrile. The mixture is heated to reflux and maintained thereat for 4.5 hours. After cooling to room temperature, the reaction mixture is extracted three times with 14 part portions of ethyl ether. The ether extracts are combined, and extract... The reactants are C12(CCCC(CC1)(CC2)C(=O)OC)C(=O)OC (dimethyl bicyclo[3.2.2]nonane-1,5-dicarboxylate), O.O.O.O.O.O.O.O.[OH-].[Ba+2].[OH-] (barium hydroxide octahydrate). Solvent: O (water), CO (methanol), O (water). Conditions: time 8 hour. Yields the product COC(=O)C12CCCC(CC1)(CC2)C(=O)O (Bicyclo[3.2.2]nonane-1,5-dicarboxylic acid monomethyl ester). The yield is 48.9%. Reaction SMILES: [C:1]12([C:14]([O:16]C)=[O:15])[CH2:9][CH2:8][C:5]([C:10]([O:12][CH3:13])=[O:11])([CH2:6][CH2:7]1)[CH2:4][CH2:3][CH2:2]2.O.O.O.O.O.O.O.O.[OH-].[Ba+2].[OH-]>CO.O>[CH3:13][O:12][C:10]([C:5]12[CH2:6][CH2:7][C:1]([C:14]([OH:16])=[O:15])([CH2:9][CH2:8]1)[CH2:2][CH2:3][CH2:4]2)=[O:11] |f:1.2.3.4.5.6.7.8.9.10.11|. Reported procedure: To a stirred solution of dimethyl bicyclo[3.2.2]nonane-1,5-dicarboxylate (2.02 g, 8.41 mmol), in methanol (20 mL) and water (4 mL) was added barium hydroxide octahydrate (1.33 g, 4.20 mmol). The reaction mixture was stirred vigorously at ambient temperature overnight. The reaction mixture was stirred vigorously at ambient temperature overnight. The reaction mixture was diluted with water (20 mL) and washed with isohexane (2×100 mL), then the aqueous phase was acidified with 2M HCl to pH 2 and ex...